This data is from the Open Reaction Database (ORD), a public repository of structured organic reaction records. The task is: describe an organic reaction: reactants, conditions, products, and yield Starting materials: OCC=1C=C2C(=NC1C)CCCCC2 (3-hydroxymethyl-2-methyl-6,7,8,9-tetrahydro-5H-cyclohepta[b]pyridine). Reagents/catalysts: [O-2].[O-2].[Mn+4] (manganese dioxide). Run in C(Cl)Cl (methylene chloride), C(C)(=O)OCC (ethyl acetate). Run at time 4 hour. The product is CC1=C(C=C2C(=N1)CCCCC2)C=O (2-Methyl-6,7,8,9-tetrahydro-5H-cyclohepta[b]pyridine-3-carbaldehyde). Isolated yield 72.5%. As a reaction SMILES: [OH:1][CH2:2][C:3]1[CH:4]=[C:5]2[CH2:14][CH2:13][CH2:12][CH2:11][CH2:10][C:6]2=[N:7][C:8]=1[CH3:9]>C(Cl)Cl.C(OCC)(=O)C.[O-2].[O-2].[Mn+4]>[CH3:9][C:8]1[N:7]=[C:6]2[CH2:10][CH2:11][CH2:12][CH2:13][CH2:14][C:5]2=[CH:4][C:3]=1[CH:2]=[O:1] |f:3.4.5|. Procedure: In an atmosphere of argon, 3-hydroxymethyl-2-methyl-6,7,8,9-tetrahydro-5H-cyclohepta[b]pyridine (5.24 g, 27.4 mmol) was dissolved in methylene chloride (150.0 ml), and the solution was mixed with manganese dioxide (15.88 g, 137.0 mmol) at room temperature and stirred at the same temperature for 4 hours. The reaction solution was diluted with ethyl acetate and then filtered. The solvent in the resulting filtrate was evaporated under reduced pressure and the resulting residue was purified by a sil... Starting materials: BrC1=CC2=C(C3=C(OCC2)C=CC=C3)S1 (2-Bromo-4,5-dihydrobenzo[b]thieno[2,3-d]oxepine), N1=CC=C(C=C1)B1OC(C)(C)C(C)(C)O1 (4-pyridine boronic acid pinacol ester). Yields the product S1C(=CC2=C1C1=C(OCC2)C=CC=C1)C1=CC=NC=C1 (4-(4,5-dihydrobenzo[b]thieno[2,3-d]oxepin-2-yl)pyridine). Reaction SMILES: Br[C:2]1[S:15][C:5]2[C:6]3[CH:14]=[CH:13][CH:12]=[CH:11][C:7]=3[O:8][CH2:9][CH2:10][C:4]=2[CH:3]=1.[N:16]1[CH:21]=[CH:20][C:19](B2OC(C)(C)C(C)(C)O2)=[CH:18][CH:17]=1>>[S:15]1[C:5]2[C:6]3[CH:14]=[CH:13][CH:12]=[CH:11][C:7]=3[O:8][CH2:9][CH2:10][C:4]=2[CH:3]=[C:2]1[C:19]1[CH:20]=[CH:21][N:16]=[CH:17][CH:18]=1. Procedure: 2-Bromo-4,5-dihydrobenzo[b]thieno[2,3-d]oxepine from Example 73 was reacted with 4-pyridine boronic acid pinacol ester using standard Suzuki coupling procedure. Purification on silica gave 153. 1H NMR (400 MHz, CDCl3): 3.29 (2H, t), 4.39 (2H, t), 7.06-7.11 (2H, m), 7.22 (1H, dt), 7.28 (1H, s), 7.49 (2H, dd), 7.75 (1H, dd), 8.62 (2H, dd). MS: (ESI+) 280 The reactants are CC(C)(C)O, C=Cc1cnc2nccnc2c1, [O-][I+3]([O-])([O-])[O-], [Na+], C1COCCO1, O=[Os](=O)(=O)=O, O. The product is O=Cc1cnc2nccnc2c1. Reaction SMILES: [C:13]([CH3:14])([CH3:15])([CH3:16])[OH:17].[CH:1](=[CH2:2])[c:3]1[cH:4][c:5]2[c:6]([n:7][cH:8][cH:9][n:10]2)[n:11][cH:12]1.[I+3:18]([O-:19])([O-:20])([O-:21])[O-:22].[Na+:23].[O:24]1[CH2:25][CH2:26][O:27][CH2:28][CH2:29]1.[O:31]=[Os:32](=[O:33])(=[O:34])=[O:35].[OH2:30]>>[CH:1]([c:3]1[cH:4][c:5]2[c:6]([n:7][cH:8][cH:9][n:10]2)[n:11][cH:12]1)=[O:17].